Dataset: the Open Reaction Database (ORD), a public repository of structured organic reaction records. Task: describe an organic reaction: reactants, conditions, products, and yield Reactants: O=C=Nc1ccc(C(F)(F)F)cc1, CC(C)C(N)C(=O)N(CCN(C)C)Cc1ccccc1. Product: CC(C)C(NC(=O)Nc1ccc(C(F)(F)F)cc1)C(=O)N(CCN(C)C)Cc1ccccc1. As a reaction SMILES: [F:1][C:2]([c:3]1[cH:4][cH:5][c:6]([N:9]=[C:10]=[O:11])[cH:7][cH:8]1)([F:12])[F:13].[NH2:14][CH:15]([C:16](=[O:17])[N:18]([CH2:19][CH2:20][N:21]([CH3:22])[CH3:23])[CH2:24][c:25]1[cH:26][cH:27][cH:28][cH:29][cH:30]1)[CH:31]([CH3:32])[CH3:33]>>[F:1][C:2]([c:3]1[cH:4][cH:5][c:6]([NH:9][C:10](=[O:11])[NH:14][CH:15]([C:16](=[O:17])[N:18]([CH2:19][CH2:20][N:21]([CH3:22])[CH3:23])[CH2:24][c:25]2[cH:26][cH:27][cH:28][cH:29][cH:30]2)[CH:31]([CH3:32])[CH3:33])[cH:7][cH:8]1)([F:12])[F:13]. The reactants are ClC1=CC=C(C=O)C=C1 (p-chlorobenzaldehyde), NCCN1CCOCC1 (N-(2-aminoethyl)-morpholine), C1=CC=CC=C1 (benzene). Solvent: O (water). Product: ClC1=CC=C(C(=O)NCCN2CCOCC2)C=C1 (p-chloro-N-(2-morpholinoethyl)-benzamide). Reaction SMILES: [Cl:1][C:2]1[CH:9]=[CH:8][C:5]([CH:6]=[O:7])=[CH:4][CH:3]=1.[NH2:10][CH2:11][CH2:12][N:13]1[CH2:18][CH2:17][O:16][CH2:15][CH2:14]1.C1C=CC=CC=1>O>[Cl:1][C:2]1[CH:9]=[CH:8][C:5]([C:6]([NH:10][CH2:11][CH2:12][N:13]2[CH2:18][CH2:17][O:16][CH2:15][CH2:14]2)=[O:7])=[CH:4][CH:3]=1. Reported procedure: 26 G. of p-chlorobenzaldehyde and 24 g. of N-(2-aminoethyl)-morpholine are boiled in 150 ml. of benzene for 3 hours under reflux with water being separated. Then, the mixture is evaporated to dryness and the residue is distilled at 165° C./0.01 mmHg. 5 G. of the resulting 4-{2-[(p-chlorobenzylidene)-amino]-ethyl}-morpholine, 2.3 g. of sodium acetate and 3 ml. of 30% hydrogen peroxide are stirred in 60 ml. of methanol overnight at room temperature. Thereafter, the mixture is evaporated to dryness... Reactants: [Li]C(C)(C)C, O=C([O-])O, CN(C)C=O, Clc1ccc(-c2ccccc2)nc1, Cl, [Na+], C1CCOC1. The product is OCc1nc(-c2ccccc2)ccc1Cl. RXN SMILES: [C:1]([Li:2])([CH3:3])([CH3:4])[CH3:5].[C:20]([O-:21])(=[O:22])[OH:23].[CH3:30][N:31]([CH3:32])[CH:33]=[O:34].[Cl:6][c:7]1[cH:8][cH:9][c:10](-[c:13]2[cH:14][cH:15][cH:16][cH:17][cH:18]2)[n:11][cH:12]1.[ClH:19].[Na+:24].[O:25]1[CH2:26][CH2:27][CH2:28][CH2:29]1>>[Cl:6][c:7]1[cH:8][cH:9][c:10](-[c:13]2[cH:14][cH:15][cH:16][cH:17][cH:18]2)[n:11][c:12]1[CH2:20][OH:21]. Starting materials: O=[N+]([O-])c1cc(CO)n(CCBr)n1, O=C([O-])O, ClC(Cl)Cl, ClCCl, [Na+], BrP(Br)Br. The product is O=[N+]([O-])c1cc(CBr)n(CCBr)n1. As a reaction SMILES: [Br:1][CH2:2][CH2:3][n:4]1[n:5][c:6]([N+:11](=[O:12])[O-:13])[cH:7][c:8]1[CH2:9][OH:10].[C:18](=[O:19])([OH:20])[O-:21].[CH:23]([Cl:24])([Cl:25])[Cl:26].[Cl:27][CH2:28][Cl:29].[Na+:22].[P:14]([Br:15])([Br:16])[Br:17]>>[Br:1][CH2:2][CH2:3][n:4]1[n:5][c:6]([N+:11](=[O:12])[O-:13])[cH:7][c:8]1[CH2:9][Br:15].